This data is from the Open Reaction Database (ORD), a public repository of structured organic reaction records. The task is: describe an organic reaction: reactants, conditions, products, and yield The reactants are NC1=C(C#N)C(=CC=C1)C#CC(C)(C)C (2-amino-6-(3,3-dimethylbut-1-ynyl)benzonitrile). The reagents and catalysts are [Pd] (Pd/C). The solvent is CCOC(=O)C.CCO (EtOAc EtOH). Conditions: time 8 hour. Product: NC1=C(C#N)C(=CC=C1)CCC(C)(C)C (2-amino-6-(3,3-dimethylbutyl)benzonitrile). Isolated yield 88.1%. RXN SMILES: [NH2:1][C:2]1[CH:9]=[CH:8][CH:7]=[C:6]([C:10]#[C:11][C:12]([CH3:15])([CH3:14])[CH3:13])[C:3]=1[C:4]#[N:5]>CCOC(C)=O.CCO.[Pd]>[NH2:1][C:2]1[CH:9]=[CH:8][CH:7]=[C:6]([CH2:10][CH2:11][C:12]([CH3:15])([CH3:14])[CH3:13])[C:3]=1[C:4]#[N:5] |f:1.2|. Procedure details: A suspension of 2-amino-6-(3,3-dimethylbut-1-ynyl)benzonitrile (Example 21c, 690 mg, 3.48 mmol) and 10% Pd/C (100 mg) in EtOAc/EtOH (1:1, 20 mL) was stirred under an atmosphere of H2 with a balloon at room temperature overnight. The Pd/C was removed by filtration, the filtrate was concentrated, and purified by chromatography on silica gel eluting with 20% EtOAc in hexanes to give the title compound as a light yellow oil (620 mg, 88%). 1H NMR (400 MHz, DMSO-d6) δ 0.92 (s, 9H), 1.36-1.40 (m, 2H), ... Reactants: ClC1=NC=C(C#N)C(=C1)C1=C(C=CC=C1)C (6-chloro-4-o-tolyl-nicotinonitrile), CN1CCNCC1 (1-methylpiperazine). Solvent: C1(=CC=CC=C1)C (toluene). Reaction conditions: temperature 112 celsius, time 60 minute. The product is CN1CCN(CC1)C1=NC=C(C#N)C(=C1)C1=C(C=CC=C1)C (6-(4-methyl-piperazin-1-yl)-4-o-tolyl-nicotinonitrile). Isolated yield 81.3%. As a reaction SMILES: Cl[C:2]1[CH:9]=[C:8]([C:10]2[CH:15]=[CH:14][CH:13]=[CH:12][C:11]=2[CH3:16])[C:5]([C:6]#[N:7])=[CH:4][N:3]=1.[CH3:17][N:18]1[CH2:23][CH2:22][NH:21][CH2:20][CH2:19]1>C1(C)C=CC=CC=1>[CH3:17][N:18]1[CH2:23][CH2:22][N:21]([C:2]2[CH:9]=[C:8]([C:10]3[CH:15]=[CH:14][CH:13]=[CH:12][C:11]=3[CH3:16])[C:5]([C:6]#[N:7])=[CH:4][N:3]=2)[CH2:20][CH2:19]1. Procedure: 500 mg (2.1865 mmol) 6-chloro-4-o-tolyl-nicotinonitrile were dissolved in 10.0 ml toluene and heated to 112° C. At this temperature 2.19 g (21.865 mmol) 1-methylpiperazine were added, and the reaction mixture was stirred for further 60 minutes. The mixture was cooled down to 50° C. and concentrated under reduced pressure. 5 ml toluene were added to the obtained residue at a temperature of 20-25° C., followed by 900 mg sulfuric acid (95%). The organic phase was washed with 5 ml water. Evaporation... Reported procedure: Lithium aluminum hydride (44 mg, 1.12 mmol) was added to a solution of the 2-[(1H-indazol-5-yloxy)methyl]benzonitrile (70 mg, 0.281 mmol) obtained in Example 346 in tetrahydrofuran (8 ml), and the resulting mixture was refluxed. After 2 hours, water, a 2M-aqueous sodium hydroxide solution and then water were added to the reaction mixture, and the resulting solution was filtered by the use of Celite. The filtrate was concentrated under reduced pressure and the resulting residue was purified by a ... The reactants are [H-].[Al+3].[Li+].[H-].[H-].[H-] (Lithium aluminum hydride), N1N=CC2=CC(=CC=C12)OCC1=C(C#N)C=CC=C1 (2-[(1H-indazol-5-yloxy)methyl]benzonitrile), O (water), [OH-].[Na+] (sodium hydroxide), O (water). The yield is 73.1%. Run in O1CCCC1 (tetrahydrofuran). Conditions: time 2 hour. Product: N1N=CC2=CC(=CC=C12)OCC1=C(CN)C=CC=C1 (2-[(1H-indazol-5-yloxy)methyl]benzyl-amine). RXN SMILES: [H-].[Al+3].[Li+].[H-].[H-].[H-].[NH:7]1[C:15]2[C:10](=[CH:11][C:12]([O:16][CH2:17][C:18]3[CH:25]=[CH:24][CH:23]=[CH:22][C:19]=3[C:20]#[N:21])=[CH:13][CH:14]=2)[CH:9]=[N:8]1.O.[OH-].[Na+]>O1CCCC1>[NH:7]1[C:15]2[C:10](=[CH:11][C:12]([O:16][CH2:17][C:18]3[CH:25]=[CH:24][CH:23]=[CH:22][C:19]=3[CH2:20][NH2:21])=[CH:13][CH:14]=2)[CH:9]=[N:8]1 |f:0.1.2.3.4.5,8.9|. The reactants are NC=1SC(=CC1C(=O)N)C1=C(C=C(C=C1F)C(C)(C)O)F (2-amino-5-[2,6-difluoro-4-(1-hydroxy-1-methylethyl)phenyl]thiophene-3-carboxamide), ClC1=CC=C(C(=N1)C)C#CC(C)(O)C (4-(6-chloro-2-methylpyridin-3-yl)-2-methylbut-3-yn-2-ol). Product: FC1=C(C(=CC(=C1)C(C)(C)O)F)C1=CC(=C(S1)NC1=NC(=C(C=C1)C#CC(C)(C)O)C)C(=O)N (5-[2,6-Difluoro-4-(1-hydroxy-1-methylethyl)phenyl]-2-{[5-(3-hydroxy-3-methylbut-1-yn-1-yl)-6-methylpyridin-2-yl]amino}thiophene-3-carboxamide). RXN SMILES: [NH2:1][C:2]1[S:3][C:4]([C:10]2[C:15]([F:16])=[CH:14][C:13]([C:17]([OH:20])([CH3:19])[CH3:18])=[CH:12][C:11]=2[F:21])=[CH:5][C:6]=1[C:7]([NH2:9])=[O:8].Cl[C:23]1[N:28]=[C:27]([CH3:29])[C:26]([C:30]#[C:31][C:32]([CH3:35])([OH:34])[CH3:33])=[CH:25][CH:24]=1>>[F:16][C:15]1[CH:14]=[C:13]([C:17]([OH:20])([CH3:18])[CH3:19])[CH:12]=[C:11]([F:21])[C:10]=1[C:4]1[S:3][C:2]([NH:1][C:23]2[CH:24]=[CH:25][C:26]([C:30]#[C:31][C:32]([OH:34])([CH3:33])[CH3:35])=[C:27]([CH3:29])[N:28]=2)=[C:6]([C:7]([NH2:9])=[O:8])[CH:5]=1. Reported procedure: The title compound was prepared as described in Example 1 using 2-amino-5-[2,6-difluoro-4-(1-hydroxy-1-methylethyl)phenyl]thiophene-3-carboxamide (100 mg, 0.32 mmol) and 4-(6-chloro-2-methylpyridin-3-yl)-2-methylbut-3-yn-2-ol (67 mg, 0.32 mmol) as starting materials.